Dataset: the Open Reaction Database (ORD), a public repository of structured organic reaction records. Task: describe an organic reaction: reactants, conditions, products, and yield Starting materials: ClC1=CC(=C(C(=N1)NCC=1C=C2C=CC=NC2=CC1)[N+](=O)[O-])NC(OC(C)(C)C)=O (tert-butyl 6-chloro-3-nitro-2-(quinolin-6-ylmethylamino)pyridin-4-ylcarbamate), CN1N=CC(=C1)B1OC(C(O1)(C)C)(C)C (1-methyl-4-(4,4,5,5-tetramethyl-1,3,2-dioxaborolan-2-yl)-1H-pyrazole), C(=O)([O-])[O-].[Na+].[Na+] (Na2CO3). Reagents/catalysts: C1=CC=C(C=C1)P([C-]2C=CC=C2)C3=CC=CC=C3.C1=CC=C(C=C1)P([C-]2C=CC=C2)C3=CC=CC=C3.Cl[Pd]Cl.[Fe+2] (Pd(dppf)Cl2). Run in O1CCOCC1 (dioxane), O (H2O). Reaction conditions: temperature 80 celsius, time 8 hour. The product is CN1N=CC(=C1)C1=CC(=C(C(=N1)NCC=1C=C2C=CC=NC2=CC1)[N+](=O)[O-])NC(OC(C)(C)C)=O (tert-Butyl 6-(1-methyl-1H-pyrazol-4-yl)-3-nitro-2-(quinolin-6-ylmethylamino)pyridin-4-ylcarbamate). Yield: 99.9%. As a reaction SMILES: Cl[C:2]1[N:7]=[C:6]([NH:8][CH2:9][C:10]2[CH:11]=[C:12]3[C:17](=[CH:18][CH:19]=2)[N:16]=[CH:15][CH:14]=[CH:13]3)[C:5]([N+:20]([O-:22])=[O:21])=[C:4]([NH:23][C:24](=[O:30])[O:25][C:26]([CH3:29])([CH3:28])[CH3:27])[CH:3]=1.[CH3:31][N:32]1[CH:36]=[C:35](B2OC(C)(C)C(C)(C)O2)[CH:34]=[N:33]1.C([O-])([O-])=O.[Na+].[Na+]>O1CCOCC1.O.C1C=CC(P(C2C=CC=CC=2)[C-]2C=CC=C2)=CC=1.C1C=CC(P(C2C=CC=CC=2)[C-]2C=CC=C2)=CC=1.Cl[Pd]Cl.[Fe+2]>[CH3:31][N:32]1[CH:36]=[C:35]([C:2]2[N:7]=[C:6]([NH:8][CH2:9][C:10]3[CH:11]=[C:12]4[C:17](=[CH:18][CH:19]=3)[N:16]=[CH:15][CH:14]=[CH:13]4)[C:5]([N+:20]([O-:22])=[O:21])=[C:4]([NH:23][C:24](=[O:30])[O:25][C:26]([CH3:27])([CH3:29])[CH3:28])[CH:3]=2)[CH:34]=[N:33]1 |f:2.3.4,7.8.9.10|. Reported procedure: To a mixture of tert-butyl 6-chloro-3-nitro-2-(quinolin-6-ylmethylamino)pyridin-4-ylcarbamate (860 mg, 2 mmol), 1-methyl-4-(4,4,5,5-tetramethyl-1,3,2-dioxaborolan-2-yl)-1H-pyrazole (416 mg, 2 mmol) and Na2CO3 (424 mg, 4 mmol) in dioxane (20 mL) and H2O (2 mL) under N2 was added Pd(dppf)Cl2 (163 mg, 0.2 mmol). The reaction was stirred at 80° C. under N2 overnight. After cooled to room temperature, the mixture was concentrated and purified by chromatography to afford the title compound (950 mg). M... Starting materials: C1(CC1)COC1=C(C=C(C=C1)F)C=1C2=C(N=CN1)C(=CN2)C(=O)O (4-(2-cyclopropylmethoxy-5-fluoro-phenyl)-5H-pyrrolo[3,2-d]pyrimidine-7-carboxylic acid), C(C)(C)(C)OC(N[C@@H]1CC[C@H](CC1)N)=O (trans-(4-amino-cyclohexyl)-carbamic acid tert-butyl ester). Product: C(C)(C)(C)OC(N[C@@H]1CC[C@H](CC1)NC(=O)C1=CNC2=C1N=CN=C2C2=C(C=CC(=C2)F)OCC2CC2)=O (trans-(4-{[4-(2-Cyclopropylmethoxy-5-fluoro-phenyl)-5H-pyrrolo[3,2-d]pyrimidine-7-carbonyl]-amino}-cyclohexyl)-carbamic acid tert-butyl ester). As a reaction SMILES: [CH:1]1([CH2:4][O:5][C:6]2[CH:11]=[CH:10][C:9]([F:12])=[CH:8][C:7]=2[C:13]2[C:14]3[NH:21][CH:20]=[C:19]([C:22]([OH:24])=O)[C:15]=3[N:16]=[CH:17][N:18]=2)[CH2:3][CH2:2]1.[C:25]([O:29][C:30](=[O:39])[NH:31][C@H:32]1[CH2:37][CH2:36][C@H:35]([NH2:38])[CH2:34][CH2:33]1)([CH3:28])([CH3:27])[CH3:26]>>[C:25]([O:29][C:30](=[O:39])[NH:31][C@H:32]1[CH2:33][CH2:34][C@H:35]([NH:38][C:22]([C:19]2[C:15]3[N:16]=[CH:17][N:18]=[C:13]([C:7]4[CH:8]=[C:9]([F:12])[CH:10]=[CH:11][C:6]=4[O:5][CH2:4][CH:1]4[CH2:3][CH2:2]4)[C:14]=3[NH:21][CH:20]=2)=[O:24])[CH2:36][CH2:37]1)([CH3:28])([CH3:26])[CH3:27]. Reported procedure: Starting from 4-(2-cyclopropylmethoxy-5-fluoro-phenyl)-5H-pyrrolo[3,2-d]pyrimidine-7-carboxylic acid (example A77) and trans-(4-amino-cyclohexyl)-carbamic acid tert-butyl ester the title compound is obtained as colorless solid. Starting materials: COC1=C(C2=C(C(CO2)=O)C=C1)CCCN1CCN(CC1)C(=O)OC(C)(C)C (tert-butyl 4-[3-(6-methoxy-3-oxo-2,3-dihydrobenzofuran-7-yl)propyl]piperazine-1-carboxylate), N1N=C(C2=CC=CC=C12)C=O (1H-indazole-3-carboxaldehyde), N1CCCCC1 (piperidine). Run in CO (methanol). Run at temperature 60 celsius, time 2 hour. The product is N1N=C(C2=CC=CC=C12)\C=C\1/OC2=C(C1=O)C=CC(=C2CCCN2CCN(CC2)C(=O)OC(C)(C)C)OC (tert-butyl (Z)-4-(3-{2-[(1H-indazol-3-yl)methylene]-6-methoxy-3-oxo-2,3-dihydrobenzofuran-7-yl}propyl)piperazine-1-carboxylate). Yield: 46.2%. RXN SMILES: [CH3:1][O:2][C:3]1[CH:12]=[CH:11][C:6]2[C:7](=[O:10])[CH2:8][O:9][C:5]=2[C:4]=1[CH2:13][CH2:14][CH2:15][N:16]1[CH2:21][CH2:20][N:19]([C:22]([O:24][C:25]([CH3:28])([CH3:27])[CH3:26])=[O:23])[CH2:18][CH2:17]1.[NH:29]1[C:37]2[C:32](=[CH:33][CH:34]=[CH:35][CH:36]=2)[C:31]([CH:38]=O)=[N:30]1.N1CCCCC1>CO>[NH:29]1[C:37]2[C:32](=[CH:33][CH:34]=[CH:35][CH:36]=2)[C:31](/[CH:38]=[C:8]2\[O:9][C:5]3[C:4]([CH2:13][CH2:14][CH2:15][N:16]4[CH2:17][CH2:18][N:19]([C:22]([O:24][C:25]([CH3:28])([CH3:27])[CH3:26])=[O:23])[CH2:20][CH2:21]4)=[C:3]([O:2][CH3:1])[CH:12]=[CH:11][C:6]=3[C:7]\2=[O:10])=[N:30]1. Procedure details: A solution of tert-butyl 4-[3-(6-methoxy-3-oxo-2,3-dihydrobenzofuran-7-yl)propyl]piperazine-1-carboxylate (0.0642 g, 0.164 mmol) in methanol (3 mL) was added with 1H-indazole-3-carboxaldehyde (0.0264 g, 0.180 mmol) and piperidine (0.0112 g, 0.131 mmol), and the mixture was stirred at 60° C. for 2 hours. The reaction mixture was concentrated, and then the residue was purified by silica gel column chromatography (chloroform/methanol) to obtain tert-butyl (Z)-4-(3-{2-[(1H-indazol-3-yl)methylene]-6-... Reactants: C(Br)(Br)(Br)Br (carbon tetrabromide), C1(=CC=CC=C1)P(C1=CC=CC=C1)C1=CC=CC=C1 (triphenylphosphine), ClC1=CC=C(C=O)C=C1 (4-Chlorobenzaldehyde). The solvent is C(Cl)Cl (methylene chloride). Reaction conditions: time 90 minute. The product is ClC1=CC=C(C=C1)C=C(Br)Br (1-Chloro-4-(2,2-dibromovinyl)benzene). The yield is 93.5%. RXN SMILES: [Cl:1][C:2]1[CH:9]=[CH:8][C:5]([CH:6]=O)=[CH:4][CH:3]=1.[C:10](Br)(Br)([Br:12])[Br:11].C1(P(C2C=CC=CC=2)C2C=CC=CC=2)C=CC=CC=1>C(Cl)Cl>[Cl:1][C:2]1[CH:9]=[CH:8][C:5]([CH:6]=[C:10]([Br:12])[Br:11])=[CH:4][CH:3]=1. Reported procedure: 4-Chlorobenzaldehyde (2.81 g) was dissolved in methylene chloride (300 ml), and carbon tetrabromide (13.3 g) and triphenylphosphine (21.0 g) were added to stir the mixture at room temperature for 90 minutes. After insoluble matter deposited was removed by filtration, the filtrate was concentrated under reduced pressure. The residue was purified by column chromatagraphy on silica gel (hexane:ethyl acetate=20:1) to obtain the title compound (5.54 g).